This data is from the Open Reaction Database (ORD), a public repository of structured organic reaction records. The task is: describe an organic reaction: reactants, conditions, products, and yield Starting materials: OC1=C(C(=CC=C1)O)C=1C=C(C2=C(NC(OC2)=O)N1)C1CN(CCC1)C(=O)OC(C)(C)C (tert-butyl 3-[7-(2,6-dihydroxyphenyl)-2-oxo-1,4-dihydro-2H-pyrido[2,3-d][1,3]oxazin-5-yl]-1-piperidinecarboxylate), Cl (HCl). Run in O1CCOCC1 (dioxane), O1CCOCC1 (dioxane). Conditions: time 3 hour. Yields the product Cl.OC1=C(C(=CC=C1)O)C=1C=C(C2=C(NC(OC2)=O)N1)C1CNCCC1 (7-(2,6-dihydroxyphenyl)-5-(3-piperidinyl)-1,4-dihydro-2H-pyrido[2,3-d][1,3]-oxazin-2-one hydrochloride). Yield: 46.0%. As a reaction SMILES: [OH:1][C:2]1[CH:7]=[CH:6][CH:5]=[C:4]([OH:8])[C:3]=1[C:9]1[CH:10]=[C:11]([CH:20]2[CH2:25][CH2:24][CH2:23][N:22](C(OC(C)(C)C)=O)[CH2:21]2)[C:12]2[CH2:17][O:16][C:15](=[O:18])[NH:14][C:13]=2[N:19]=1.[ClH:33]>O1CCOCC1>[ClH:33].[OH:1][C:2]1[CH:7]=[CH:6][CH:5]=[C:4]([OH:8])[C:3]=1[C:9]1[CH:10]=[C:11]([CH:20]2[CH2:25][CH2:24][CH2:23][NH:22][CH2:21]2)[C:12]2[CH2:17][O:16][C:15](=[O:18])[NH:14][C:13]=2[N:19]=1 |f:3.4|. Procedure: A mixture of 7-[2-(cyclopropylmethoxy)-6-hydroxyphenyl]-5-(3-piperidinyl)-1,4-dihydro-2H-pyrido[2,3-d][1,3]oxazin-2-one hydrochloride (0.070 g, 0.160 mmol), which was obtained in Example 18-1, and 2.5N HCl in 1,4-dioxane (4 mL) was stirred at 80° C. overnight. After cooled to room temperature, the mixture was concentrated under reduced pressure. The resulting residue was diluted with dichloromethane (3 mL), and triethylamine (0.064 g, 0.497 mmol) was added. To the cooled (0° C.) mixture was adde... Reactants: BrC1=C(C=C(C=C1)[N+](=O)[O-])N1N=C(NC1=O)CCCC (2-(2-Bromo-5-nitrophenyl)-5-n-butyl-2,4-dihydro-3H-1,2,4-triazol-3-one), C(C)(C)(C)NS(=O)(=O)C1=C(C=CC=C1)C1=CC=C(C=C1)CBr ([2'-(N-t-butylsulfamoyl)-biphenyl-4-yl]methyl bromide). The product is BrC1=C(C=C(C=C1)[N+](=O)[O-])N1N=C(N(C1=O)CC1=CC=C(C=C1)C1=C(C=CC=C1)S(NC(C)(C)C)(=O)=O)CCCC (2-(2-Bromo-5-nitrophenyl)-4-[[2'-(N-t-butylsulfamoyl)biphenyl-4-yl]methyl]-5-n-butyl-2,4-dihydro-3H-1,2,4-triazol-3-one). Isolated yield 92.0%. RXN SMILES: [Br:1][C:2]1[CH:7]=[CH:6][C:5]([N+:8]([O-:10])=[O:9])=[CH:4][C:3]=1[N:11]1[C:15](=[O:16])[NH:14][C:13]([CH2:17][CH2:18][CH2:19][CH3:20])=[N:12]1.[C:21]([NH:25][S:26]([C:29]1[CH:34]=[CH:33][CH:32]=[CH:31][C:30]=1[C:35]1[CH:40]=[CH:39][C:38]([CH2:41]Br)=[CH:37][CH:36]=1)(=[O:28])=[O:27])([CH3:24])([CH3:23])[CH3:22]>>[Br:1][C:2]1[CH:7]=[CH:6][C:5]([N+:8]([O-:10])=[O:9])=[CH:4][C:3]=1[N:11]1[C:15](=[O:16])[N:14]([CH2:41][C:38]2[CH:39]=[CH:40][C:35]([C:30]3[CH:31]=[CH:32][CH:33]=[CH:34][C:29]=3[S:26](=[O:28])(=[O:27])[NH:25][C:21]([CH3:22])([CH3:24])[CH3:23])=[CH:36][CH:37]=2)[C:13]([CH2:17][CH2:18][CH2:19][CH3:20])=[N:12]1. Procedure: The alkylation of 2-(2-bromo-5-nitrophenyl)-5-n-butyl-2,4-dihydro-3H-1,2,4-triazol-3-one (from Step A) with [2'-(N-t-butylsulfamoyl)-biphenyl-4-yl]methyl bromide (from Example 12, Step D) was carried out according to the procedure of Example 13, Step A, to give a 92% yield of the title compound as a yellow solid, mp 126°-128° C.; homogeneous by TLC in 98:2 CH2Cl2 --MeOH; mass spectrum (FAB) m/e 642, 644 (M+1)+. Starting materials: O=O (O2), C(C1=CC=CC=C1)N1CC(=C(C1)C1=CC(=C(C=C1)Cl)F)C(=O)O (1-Benzyl-4-(4-chloro-3-fluoro-phenyl)-2,5-dihydro-1H-pyrrole-3-carboxylic acid), Ru(OAc)2((S)-2-furyl-MeOBIPHEP), COC1=CC=CC(=C1C1=C(C=CC=C1OC)P(C=1OC=CC1)C=1OC=CC1)P(C=1OC=CC1)C=1OC=CC1 ((6,6′-dimethoxybiphenyl-2,2′-diyl)bis(di-2-furylphosphine)), [H][H] (hydrogen). The solvent is CO (methanol). The product is C(C1=CC=CC=C1)N1C[C@@H]([C@@H](C1)C1=CC(=C(C=C1)Cl)F)C(=O)O ((3R,4R)-1-Benzyl-4-(4-chloro-3-fluoro-phenyl)-pyrrolidine-3-carboxylic acid). Reaction SMILES: O=O.[CH2:3]([N:10]1[CH2:14][C:13]([C:15]2[CH:20]=[CH:19][C:18]([Cl:21])=[C:17]([F:22])[CH:16]=2)=[C:12]([C:23]([OH:25])=[O:24])[CH2:11]1)[C:4]1[CH:9]=[CH:8][CH:7]=[CH:6][CH:5]=1.COC1C(C2C(OC)=CC=CC=2P(C2OC=CC=2)C2OC=CC=2)=C(P(C2OC=CC=2)C2OC=CC=2)C=CC=1.[H][H]>CO>[CH2:3]([N:10]1[CH2:14][C@@H:13]([C:15]2[CH:20]=[CH:19][C:18]([Cl:21])=[C:17]([F:22])[CH:16]=2)[C@@H:12]([C:23]([OH:25])=[O:24])[CH2:11]1)[C:4]1[CH:9]=[CH:8][CH:7]=[CH:6][CH:5]=1. Procedure: An autoclave was charged under argon in a glove box (O2 content<2 ppm) with 1-Benzyl-4-(4-chloro-3-fluoro-phenyl)-2,5-dihydro-1H-pyrrole-3-carboxylic acid (1.00 g, 3.01 mmol), [Ru(OAc)2((S)-2-furyl-MeOBIPHEP)] (9.18 mg, 0.012 mmol) (2-furyl-MeOBIPHEP=(6,6′-dimethoxybiphenyl-2,2′-diyl)bis(di-2-furylphosphine) and methanol (30 mL). The asymmetric hydrogenation was run for 20 h at 30° C. under 40 bar of hydrogen. After the pressure was released, the grey suspension was evaporated to dryness to yiel... Reactants: C(C1=CC=CC=C1)OC1=C(N=C2N(C1=O)C=C(C=C2N2C(N(CC2)C)=O)N2CCOCC2)C=2SC(=CN2)CC2=CC(=C(C=C2)F)Cl (3-Benzyloxy-2-[5-(3-chloro-4-fluoro-benzyl)-thiazol-2-yl]-9-(3-methyl-2-oxo-imidazolidin-1-yl)-7-morpholin-4-yl-pyrido[1,2-a]pyrimidin-4-one). The solvent is FC(C(=O)O)(F)F (trifluoroacetic acid). Product: ClC=1C=C(CC2=CN=C(S2)C=2N=C3N(C(C2O)=O)C=C(C=C3N3C(N(CC3)C)=O)N3CCOCC3)C=CC1F (2-[5-(3-Chloro-4-fluoro-benzyl)-thiazol-2-yl]-3-hydroxy-9-(3-methyl-2-oxo-imidazolidin-1-yl)-7-morpholin-4-yl-pyrido[1,2-a]pyrimidin-4-one). The yield is 92.2%. Reaction SMILES: C([O:8][C:9]1[C:14](=[O:15])[N:13]2[CH:16]=[C:17]([N:27]3[CH2:32][CH2:31][O:30][CH2:29][CH2:28]3)[CH:18]=[C:19]([N:20]3[CH2:24][CH2:23][N:22]([CH3:25])[C:21]3=[O:26])[C:12]2=[N:11][C:10]=1[C:33]1[S:34][C:35]([CH2:38][C:39]2[CH:44]=[CH:43][C:42]([F:45])=[C:41]([Cl:46])[CH:40]=2)=[CH:36][N:37]=1)C1C=CC=CC=1>FC(F)(F)C(O)=O>[Cl:46][C:41]1[CH:40]=[C:39]([CH:44]=[CH:43][C:42]=1[F:45])[CH2:38][C:35]1[S:34][C:33]([C:10]2[N:11]=[C:12]3[C:19]([N:20]4[CH2:24][CH2:23][N:22]([CH3:25])[C:21]4=[O:26])=[CH:18][C:17]([N:27]4[CH2:32][CH2:31][O:30][CH2:29][CH2:28]4)=[CH:16][N:13]3[C:14](=[O:15])[C:9]=2[OH:8])=[N:37][CH:36]=1. Procedure: A solution of 3-Benzyloxy-2-[5-(3-chloro-4-fluoro-benzyl)-thiazol-2-yl]-9-(3-methyl-2-oxo-imidazolidin-1-yl)-7-morpholin-4-yl-pyrido[1,2-a]pyrimidin-4-one (50 mg, 0.076 mmol) in trifluoroacetic acid (1 ml) was refluxed for 3 h. Then trifluoroacetic acid was removed under reduced pressure and MeOH (3 ml) was added. The resulting precipitate was collected by filtration and washed with MeOH to give title compound (40 mg, 93%). Starting materials: COc1ccc(O)cc1, CC(C)C(=O)Nc1cccc(C2CCN(CCC(O)c3ccc(F)cc3)CC2)c1. The product is COc1ccc(OC(CCN2CCC(c3cccc(NC(=O)C(C)C)c3)CC2)c2ccc(F)cc2)cc1. As a reaction SMILES: [CH3:30][O:31][c:32]1[cH:33][cH:34][c:35]([OH:38])[cH:36][cH:37]1.[F:1][c:2]1[cH:3][cH:4][c:5]([CH:8]([CH2:9][CH2:10][N:11]2[CH2:12][CH2:13][CH:14]([c:17]3[cH:18][c:19]([NH:23][C:24]([CH:25]([CH3:26])[CH3:27])=[O:28])[cH:20][cH:21][cH:22]3)[CH2:15][CH2:16]2)[OH:29])[cH:6][cH:7]1>>[F:1][c:2]1[cH:3][cH:4][c:5]([CH:8]([CH2:9][CH2:10][N:11]2[CH2:12][CH2:13][CH:14]([c:17]3[cH:18][c:19]([NH:23][C:24]([CH:25]([CH3:26])[CH3:27])=[O:28])[cH:20][cH:21][cH:22]3)[CH2:15][CH2:16]2)[O:29][c:35]2[cH:34][cH:33][c:32]([O:31][CH3:30])[cH:37][cH:36]2)[cH:6][cH:7]1. Starting materials: C1=CC=NC(=C1)OC(=S)OC2=CC=CC=N2 (di-2-pyridyl thionocarbonate), NC1=CC(=C2C=CC=NC2=C1C)C#N (7-amino-5-cyano-8-methylquinoline). Reagents/catalysts: CN(C1=CC=NC=C1)C (4-dimethylaminopyridine). Run in C(Cl)Cl (methylene chloride), C(Cl)Cl (methylene chloride). Conditions: time 4 hour. The product is C(#N)C1=C2C=CC=NC2=C(C(=C1)N=C=S)C (5-cyano-8-methyl-7-quinolinylisothiocyanate). Reaction SMILES: C1C=C(O[C:8](OC2N=CC=CC=2)=[S:9])N=CC=1.[NH2:17][C:18]1[C:27]([CH3:28])=[C:26]2[C:21]([CH:22]=[CH:23][CH:24]=[N:25]2)=[C:20]([C:29]#[N:30])[CH:19]=1>CN(C)C1C=CN=CC=1.C(Cl)Cl>[C:29]([C:20]1[CH:19]=[C:18]([N:17]=[C:8]=[S:9])[C:27]([CH3:28])=[C:26]2[C:21]=1[CH:22]=[CH:23][CH:24]=[N:25]2)#[N:30]. Reported procedure: To a solution of di-2-pyridyl thionocarbonate (1.22 g) and 4-dimethylaminopyridine (0.08 g) in methylene chloride (60 mL) is added dropwise a solution of 7-amino-5-cyano-8-methylquinoline (1.22 g) in methylene chloride (80 mL). The mixture is stirred for 4 hours at room temperature then rotary evaporated. The residue is purified by flash chromatography on silica gel, eluting with 25% ethyl acetate/hexane to afford 5-cyano-8-methyl-7-quinolinylisothiocyanate as a yellow solid. Run at time 3 hour. RXN SMILES: [CH3:1][C:2]1[C:3]([S:16][C:17]2[CH:27]=[CH:26][C:20]([C:21]([O:23][CH2:24][CH3:25])=[O:22])=[CH:19][CH:18]=2)=[CH:4][C:5]2[C:6]([CH3:15])([CH3:14])[CH2:7][CH2:8][C:9]([CH3:13])([CH3:12])[C:10]=2[CH:11]=1.ClC1C=C(C=CC=1)C(OO)=[O:33].[OH2:39]>C(Cl)Cl>[CH3:1][C:2]1[C:3]([S:16]([C:17]2[CH:18]=[CH:19][C:20]([C:21]([O:23][CH2:24][CH3:25])=[O:22])=[CH:26][CH:27]=2)(=[O:33])=[O:39])=[CH:4][C:5]2[C:6]([CH3:15])([CH3:14])[CH2:7][CH2:8][C:9]([CH3:12])([CH3:13])[C:10]=2[CH:11]=1. Procedure: To a solution of 69 mg (0.18 mmol) of ethyl 4-(5,6,7,8-tetrahydro-3,5,5,8,8-pentamethyl-2-naphthylthio)benzoate (Compound 6) in 2.0 mL of methylene chloride was dropwise added a solution of 87 mg of m-chloroperoxybenzoic acid (0.27 mmol, 50-60%) in 2.0 mL of methylene chloride, and the resulting solution was stirred for 3 h. The reaction was diluted with water and extracted with methylene chloride (2×). The combined organic layers were dried (MgSO4), filtered, and the solvents removed in vacuo t... The solvent is C(Cl)Cl (methylene chloride), C(Cl)Cl (methylene chloride). Yield: 94.0%. Product: CC=1C(=CC=2C(CCC(C2C1)(C)C)(C)C)S(=O)(=O)C1=CC=C(C(=O)OCC)C=C1 (Ethyl 4-(5,6,7,8-tetrahydro-3,5,5,8,8-pentamethyl-2-naphthylsulfonyl)benzoate). Starting materials: O (water), CC=1C(=CC=2C(CCC(C2C1)(C)C)(C)C)SC1=CC=C(C(=O)OCC)C=C1 (Ethyl 4-(5,6,7,8-tetrahydro-3,5,5,8,8-pentamethyl-2-naphthylthio)benzoate), CC=1C(=CC=2C(CCC(C2C1)(C)C)(C)C)SC1=CC=C(C(=O)OCC)C=C1 (Ethyl 4-(5,6,7,8-tetrahydro-3,5,5,8,8-pentamethyl-2-naphthylthio)benzoate), ClC=1C=C(C(=O)OO)C=CC1 (m-chloroperoxybenzoic acid). Reactants: CN1CCCN(C)C1=O, C[O-], O=C(O)c1cc(Cl)cc(Cl)c1, Cl, [Na+]. The product is COc1cc(Cl)cc(C(=O)O)c1. RXN SMILES: [CH3:16][N:17]1[CH2:18][CH2:19][CH2:20][N:21]([CH3:22])[C:23]1=[O:24].[CH3:1][O-:2].[Cl:4][c:5]1[cH:6][c:7]([C:8](=[O:9])[OH:10])[cH:11][c:12]([Cl:14])[cH:13]1.[ClH:15].[Na+:3]>>[CH3:1][O:2][c:12]1[cH:11][c:7]([C:8](=[O:9])[OH:10])[cH:6][c:5]([Cl:4])[cH:13]1. Reactants: CO, CCOC(=O)c1ccc(C(=O)C(F)(F)F)s1, [Li+], [OH-], O. Yields the product O=C(O)c1ccc(C(=O)C(F)(F)F)s1. Reaction SMILES: [CH3:19][OH:20].[F:1][C:2]([C:3](=[O:4])[c:5]1[cH:6][cH:7][c:8]([C:10](=[O:11])[O:12][CH2:13][CH3:14])[s:9]1)([F:15])[F:16].[Li+:18].[OH-:17].[OH2:21]>>[F:1][C:2]([C:3](=[O:4])[c:5]1[cH:6][cH:7][c:8]([C:10](=[O:11])[OH:12])[s:9]1)([F:15])[F:16].